From a dataset of the Open Reaction Database (ORD), a public repository of structured organic reaction records. describe an organic reaction: reactants, conditions, products, and yield Reactants: CCOC(C)=O, [Cl-], Cc1cc(Nc2nc(NC(C)c3ccc(F)cc3)c([N+](=O)[O-])cc2F)n[nH]1, [NH4+], [Zn]. Product: Cc1cc(Nc2nc(NC(C)c3ccc(F)cc3)c(N)cc2F)n[nH]1. RXN SMILES: [CH3:31][CH2:32][O:33][C:34]([CH3:35])=[O:36].[Cl-:28].[F:1][c:2]1[c:3]([NH:21][c:22]2[n:23][nH:24][c:25]([CH3:27])[cH:26]2)[n:4][c:5]([NH:11][CH:12]([CH3:13])[c:14]2[cH:15][cH:16][c:17]([F:20])[cH:18][cH:19]2)[c:6]([N+:8]([O-:9])=[O:10])[cH:7]1.[NH4+:29].[Zn:30]>>[F:1][c:2]1[c:3]([NH:21][c:22]2[n:23][nH:24][c:25]([CH3:27])[cH:26]2)[n:4][c:5]([NH:11][CH:12]([CH3:13])[c:14]2[cH:15][cH:16][c:17]([F:20])[cH:18][cH:19]2)[c:6]([NH2:8])[cH:7]1. The reactants are CC(C)CN(C(CCCCN)C(=O)O)S(=O)(=O)c1ccc([N+](=O)[O-])cc1, COc1ccc(C=CC(=O)O)c(OC)c1. Yields the product COc1ccc(C=CC(=O)NCCCCC(C(=O)O)N(CC(C)C)S(=O)(=O)c2ccc([N+](=O)[O-])cc2)c(OC)c1. Reaction SMILES: [CH2:1]([CH:2]([CH3:3])[CH3:4])[N:5]([CH:6]([CH2:7][CH2:8][CH2:9][CH2:10][NH2:11])[C:12](=[O:13])[OH:14])[S:15](=[O:16])(=[O:17])[c:18]1[cH:19][cH:20][c:21]([N+:24](=[O:25])[O-:26])[cH:22][cH:23]1.[CH3:27][O:28][c:29]1[c:30]([CH:31]=[CH:32][C:33](=[O:34])[OH:35])[cH:36][cH:37][c:38]([O:40][CH3:41])[cH:39]1>>[CH2:1]([CH:2]([CH3:3])[CH3:4])[N:5]([CH:6]([CH2:7][CH2:8][CH2:9][CH2:10][NH:11][C:33]([CH:32]=[CH:31][c:30]1[c:29]([O:28][CH3:27])[cH:39][c:38]([O:40][CH3:41])[cH:37][cH:36]1)=[O:34])[C:12](=[O:13])[OH:14])[S:15](=[O:16])(=[O:17])[c:18]1[cH:19][cH:20][c:21]([N+:24](=[O:25])[O-:26])[cH:22][cH:23]1. Reactants: ClCCl, Nc1ccc(C(=O)N2CCCCC2)cc1, O, O=C(O)c1n[nH]c2ccccc12. Product: O=C(Nc1ccc(C(=O)N2CCCCC2)cc1)c1n[nH]c2ccccc12. As a reaction SMILES: [Cl:29][CH2:30][Cl:31].[NH2:13][c:14]1[cH:15][cH:16][c:17]([C:20](=[O:21])[N:22]2[CH2:23][CH2:24][CH2:25][CH2:26][CH2:27]2)[cH:18][cH:19]1.[OH2:28].[nH:1]1[n:2][c:3]([C:10](=[O:11])[OH:12])[c:4]2[cH:5][cH:6][cH:7][cH:8][c:9]12>>[nH:1]1[n:2][c:3]([C:10](=[O:12])[NH:13][c:14]2[cH:15][cH:16][c:17]([C:20](=[O:21])[N:22]3[CH2:23][CH2:24][CH2:25][CH2:26][CH2:27]3)[cH:18][cH:19]2)[c:4]2[cH:5][cH:6][cH:7][cH:8][c:9]12. Starting materials: O=C([O-])[O-], COC(=O)C(=Cc1cc(B2OC(C)(C)C(C)(C)O2)ccc1OCc1ccccc1)NC(=O)OC(C)(C)C, C[Si](C)(C)CCOC(=O)C(=Cc1cc(Br)ccc1OCc1ccccc1)NC(=O)OCc1ccccc1, [Cs+], [Cs+], CN(C)C=O. The product is COC(=O)C(=Cc1cc(-c2ccc(OCc3ccccc3)c(C=C(NC(=O)OCc3ccccc3)C(=O)OCC[Si](C)(C)C)c2)ccc1OCc1ccccc1)NC(=O)OC(C)(C)C. As a reaction SMILES: [C:75](=[O:76])([O-:77])[O-:78].[CH3:1][O:2][C:3]([C:4](=[CH:5][c:6]1[c:7]([O:21][CH2:22][c:23]2[cH:24][cH:25][cH:26][cH:27][cH:28]2)[cH:8][cH:9][c:10]([B:12]2[O:13][C:14]([CH3:15])([CH3:16])[C:17]([CH3:18])([CH3:19])[O:20]2)[cH:11]1)[NH:29][C:30](=[O:31])[O:32][C:33]([CH3:34])([CH3:35])[CH3:36])=[O:37].[CH3:38][Si:39]([CH2:40][CH2:41][O:42][C:43]([C:44](=[CH:45][c:46]1[c:47]([O:53][CH2:54][c:55]2[cH:56][cH:57][cH:58][cH:59][cH:60]2)[cH:48][cH:49][c:50]([Br:52])[cH:51]1)[NH:61][C:62](=[O:63])[O:64][CH2:65][c:66]1[cH:67][cH:68][cH:69][cH:70][cH:71]1)=[O:72])([CH3:73])[CH3:74].[Cs+:79].[Cs+:80].[O:81]=[CH:82][N:83]([CH3:84])[CH3:85]>>[CH3:1][O:2][C:3]([C:4](=[CH:5][c:6]1[c:7]([O:21][CH2:22][c:23]2[cH:24][cH:25][cH:26][cH:27][cH:28]2)[cH:8][cH:9][c:10](-[c:50]2[cH:49][cH:48][c:47]([O:53][CH2:54][c:55]3[cH:56][cH:57][cH:58][cH:59][cH:60]3)[c:46]([CH:45]=[C:44]([C:43]([O:42][CH2:41][CH2:40][Si:39]([CH3:38])([CH3:73])[CH3:74])=[O:72])[NH:61][C:62](=[O:63])[O:64][CH2:65][c:66]3[cH:67][cH:68][cH:69][cH:70][cH:71]3)[cH:51]2)[cH:11]1)[NH:29][C:30](=[O:31])[O:32][C:33]([CH3:34])([CH3:35])[CH3:36])=[O:37]. Starting materials: COC(C)(C)C, FC(F)(F)Oc1cc(Cl)nc(Cl)n1, N. Product: Nc1nc(Cl)cc(OC(F)(F)F)n1. Reaction SMILES: [CH3:15][O:16][C:17]([CH3:18])([CH3:19])[CH3:20].[Cl:2][c:3]1[n:4][c:5]([O:10][C:11]([F:12])([F:13])[F:14])[cH:6][c:7]([Cl:9])[n:8]1.[NH3:1]>>[NH2:1][c:3]1[n:4][c:5]([O:10][C:11]([F:12])([F:13])[F:14])[cH:6][c:7]([Cl:9])[n:8]1. Starting materials: C([O-])([O-])=O.[K+].[K+] (potassium carbonate), N1C=CC2=CC=CN=C12 (7-Azaindole), C1=CC(=CC(=C1)Cl)C(=O)OO (m-CPBA). The solvent is O (water), C(C)(=O)OCC (ethyl acetate), C(C)(=O)OCC (ethyl acetate). Conditions: time 14 hour. The product is [N+]=1(C=CC2=CC=CNC12)[O-] (7-azaindole N-oxide). The yield is 58.2%. RXN SMILES: [NH:1]1[C:9]2[C:4](=[CH:5][CH:6]=[CH:7][N:8]=2)[CH:3]=[CH:2]1.C1C=C(Cl)C=C(C(OO)=[O:18])C=1.C(=O)([O-])[O-].[K+].[K+]>C(OCC)(=O)C.O>[N+:1]1([O-:18])[CH:2]=[CH:3][C:4]2[C:9]=1[NH:8][CH:7]=[CH:6][CH:5]=2 |f:2.3.4|. Reported procedure: 7-Azaindole (100 g, 846 mmol) was dissolved in 1 L of ethyl acetate, and an ethyl acetate solution (400 mL) of m-CPBA (65%, 520 g) was dropwise added thereto under ice-cooling over two hours. The resulting mixture was stirred at room temperature for 14 hours. The precipitated solid was collected by filtration under reduced pressure, washed with ethyl acetate, and dried under reduced pressure. Distilled water (600 mL) was added to the obtained solid, and an aqueous solution prepared by dissolving... Reactants: C1(=CC=CC=C1)[Li] (phenyl lithium), COC=1C=C(C=O)C=C(C1OC)[N+](=O)[O-] (3,4-dimethoxy-5-nitrobenzaldehyde), S(O)(O)(=O)=O (sulfuric acid). Solvent: O1CCCC1 (tetrahydrofuran). Reaction conditions: time 2 hour. The product is COC=1C=C(C(C2=CC=CC=C2)O)C=C(C1OC)[N+](=O)[O-] (3,4-dimethoxy-5-nitrobenzhydrol). RXN SMILES: [C:1]1([Li])[CH:6]=[CH:5][CH:4]=[CH:3][CH:2]=1.[CH3:8][O:9][C:10]1[CH:11]=[C:12]([CH:15]=[C:16]([N+:20]([O-:22])=[O:21])[C:17]=1[O:18][CH3:19])[CH:13]=[O:14].S(=O)(=O)(O)O>O1CCCC1>[CH3:8][O:9][C:10]1[CH:11]=[C:12]([CH:15]=[C:16]([N+:20]([O-:22])=[O:21])[C:17]=1[O:18][CH3:19])[CH:13]([OH:14])[C:1]1[CH:6]=[CH:5][CH:4]=[CH:3][CH:2]=1. Reported procedure: 25 ml of 2M phenyl lithium solution (in benzene/ether (7:3)) are added dropwise within 15 minutes to 10.0 g of 3,4-dimethoxy-5-nitrobenzaldehyde dissolved in 150 ml of tetrahydrofuran and the mixture is stirred at 0° for 1 hour and at 20° for 2 hours. The mixture is subsequently treated with 150 ml of 2N sulfuric acid and extracted three times with 150 ml of ether. The combined ether phases are washed with sodium chloride solution, dried over sodium sulfate and evaporated. The thus-obtained resi...